Task: describe an organic reaction: reactants, conditions, products, and yield. Dataset: the Open Reaction Database (ORD), a public repository of structured organic reaction records Reactants: FC=1C=C2C(C(=CN(C2=CC1N)CC)C(=O)O)=O (6-fluoro-7-amino-1-ethyl-1,4-dihydro-4-oxo-3-quinolinecarboxylic acid), COC1(OCCC1)OC (dimethoxytetrahydrofuran). Run in C(C)(=O)O (acetic acid). Product: FC=1C=C2C(C(=CN(C2=CC1N1C=CC=C1)CC)C(=O)O)=O (6-fluoro-7-(1-pyrrolyl)-1-ethyl-1,4-dihydro-4-oxo-3-quinolinecarboxylic acid). RXN SMILES: [F:1][C:2]1[CH:3]=[C:4]2[C:9](=[CH:10][C:11]=1[NH2:12])[N:8]([CH2:13][CH3:14])[CH:7]=[C:6]([C:15]([OH:17])=[O:16])[C:5]2=[O:18].CO[C:21]1(OC)[CH2:25][CH2:24][CH2:23]O1>C(O)(=O)C>[F:1][C:2]1[CH:3]=[C:4]2[C:9](=[CH:10][C:11]=1[N:12]1[CH:21]=[CH:25][CH:24]=[CH:23]1)[N:8]([CH2:13][CH3:14])[CH:7]=[C:6]([C:15]([OH:17])=[O:16])[C:5]2=[O:18]. Procedure details: 2.5 Grams of 6-fluoro-7-amino-1-ethyl-1,4-dihydro-4-oxo-3-quinolinecarboxylic acid are suspended in 15 ml of acetic acid, and 1.32 gram of dimethoxytetrahydrofuran is added; the mixture is heated gradually until the solid dissolves, and is then allowed to cool. The precipitate formed is filtered off and washed with ethanol. The product is recrystallized in acetonitrile, and 1.4 gram of needles is obtained, of melting point 251°-252° C. Starting materials: E2, ClC1=NC(N2C(N(CCC2)C2CC2)=C1)=O (8-chloro-1-cyclopropyl-3,4-dihydro-1H-pyrimido[1,6-a]pyrimidin-6(2H)-one), ClC1=C(C=C(OC2=C(C#N)C=C(C=C2)CO)C=C1)C(F)(F)F (2-(4-chloro-3-(trifluoromethyl) phenoxy)-5-(hydroxymethyl)benzonitrile). The product is ClC1=C(C=C(OC2=C(C#N)C=C(C=C2)COC2=NC(N3C(N(CCC3)C3CC3)=C2)=O)C=C1)C(F)(F)F (2-(4-chloro-3-(trifluoromethyl)phenoxy)-5-(((1-cyclopropyl-6-oxo-2,3,4,6-tetrahydro-1H-pyrimido[1,6-a]pyrimidin-8-yl)oxy)methyl)benzonitrile). RXN SMILES: Cl[C:2]1[CH:14]=[C:6]2[N:7]([CH:11]3[CH2:13][CH2:12]3)[CH2:8][CH2:9][CH2:10][N:5]2[C:4](=[O:15])[N:3]=1.[Cl:16][C:17]1[CH:33]=[CH:32][C:20]([O:21][C:22]2[CH:29]=[CH:28][C:27]([CH2:30][OH:31])=[CH:26][C:23]=2[C:24]#[N:25])=[CH:19][C:18]=1[C:34]([F:37])([F:36])[F:35]>>[Cl:16][C:17]1[CH:33]=[CH:32][C:20]([O:21][C:22]2[CH:29]=[CH:28][C:27]([CH2:30][O:31][C:2]3[CH:14]=[C:6]4[N:7]([CH:11]5[CH2:13][CH2:12]5)[CH2:8][CH2:9][CH2:10][N:5]4[C:4](=[O:15])[N:3]=3)=[CH:26][C:23]=2[C:24]#[N:25])=[CH:19][C:18]=1[C:34]([F:35])([F:36])[F:37]. Procedure: The title compound was prepared by a procedure similar to that described for E2 starting from 8-chloro-1-cyclopropyl-3,4-dihydro-1H-pyrimido[1,6-a]pyrimidin-6(2H)-one and 2-(4-chloro-3-(trifluoromethyl) phenoxy)-5-(hydroxymethyl)benzonitrile. Starting materials: CN(C)C=O, [S-]c1ccc(Cl)cc1, NC(=O)c1cc(Cl)c(Cl)c(Cl)c1, [K+], O. The product is NC(=O)c1cc(Cl)c(Sc2ccc(Cl)cc2)c(Cl)c1. Reaction SMILES: [CH3:23][N:24]([CH3:25])[CH:26]=[O:27].[Cl:13][c:14]1[cH:15][cH:16][c:17]([S-:20])[cH:18][cH:19]1.[Cl:1][c:2]1[cH:3][c:4]([C:5](=[O:6])[NH2:7])[cH:8][c:9]([Cl:12])[c:10]1[Cl:11].[K+:21].[OH2:22]>>[Cl:1][c:2]1[cH:3][c:4]([C:5](=[O:6])[NH2:7])[cH:8][c:9]([Cl:12])[c:10]1[S:20][c:17]1[cH:16][cH:15][c:14]([Cl:13])[cH:19][cH:18]1. Reactants: [OH-].[K+] (potassium hydroxide), Cl.Cl.COC1=C(C=CC=C1)N1CCC(CC1)CNCC1COC2=C(O1)C(=CC=C2)OS(=O)(=O)C2=CC=C(C=C2)C ([2-({[1-(2-methoxyphenyl)piperid-4-yl]methylamino}methyl)-1,4-benzodioxan-8-yl]toluene-4-sulphonate dihydrochloride), C(C)(=O)O (acetic acid). The solvent is O (water), C(C)O (ethanol). Conditions: time 16 hour. Yields the product OC1=CC=CC2=C1OC(CO2)CNCC2CCN(CC2)C2=C(C=CC=C2)OC (N-(8-hydroxy-1,4-benzodioxan-2-ylmethyl) -1-[1-(2-methoxyphenyl) piperid-4-yl]methylamine). Isolated yield 212.1%. RXN SMILES: [OH-].[K+].Cl.Cl.[CH3:5][O:6][C:7]1[CH:12]=[CH:11][CH:10]=[CH:9][C:8]=1[N:13]1[CH2:18][CH2:17][CH:16]([CH2:19][NH:20][CH2:21][CH:22]2[O:27][C:26]3[C:28]([O:32]S(C4C=CC(C)=CC=4)(=O)=O)=[CH:29][CH:30]=[CH:31][C:25]=3[O:24][CH2:23]2)[CH2:15][CH2:14]1.C(O)(=O)C>O.C(O)C>[OH:32][C:28]1[C:26]2[O:27][CH:22]([CH2:21][NH:20][CH2:19][CH:16]3[CH2:15][CH2:14][N:13]([C:8]4[CH:9]=[CH:10][CH:11]=[CH:12][C:7]=4[O:6][CH3:5])[CH2:18][CH2:17]3)[CH2:23][O:24][C:25]=2[CH:31]=[CH:30][CH:29]=1 |f:0.1,2.3.4|. Procedure: A solution of potassium hydroxide (1. 0 g) in water (19.7 ml) and ethanol (19.7 ml) was added in portions (~10 ml) at 15 minute intervals to [2-({[1-(2-methoxyphenyl)piperid-4-yl]methylamino}methyl)-1,4-benzodioxan-8-yl]toluene-4-sulphonate dihydrochloride (0.15 g). The mixture was heated under reflux for 21/2 hours, cooled and neutralised with glacial acetic acid. The product was extracted into ether (3×100 ml) and the combined extracts allowed to stand for 16 hours. The precipitate which had t... Reactants: CC1(C2C=CC(C1)C2)C (5,5-dimethyl-2-norbornene), CC1=CC=CC1 (methylcyclopentadiene), C1=CC=CC1 (cyclopentadiene). Yields the product CC1=CC=CC1 (methylcyclopentadiene), C1=CC=CC1 (cyclopentadiene), CC(C)=C (isobutylene). Reaction SMILES: [CH:1]1[CH2:5][CH:4]=[CH:3][CH:2]=1.[CH3:6][C:7]1(C)[CH2:12][CH:11]2[CH2:13][CH:8]1C=C2.[CH3:15][C:16]1[CH2:20]C=C[CH:17]=1>>[CH3:6][C:7]1[CH2:12][CH:11]=[CH:13][CH:8]=1.[CH:5]1[CH2:4][CH:3]=[CH:2][CH:1]=1.[CH3:17][C:16](=[CH2:15])[CH3:20]. Procedure: In the same manner as in Example 2, a Diels-Alder reaction was carried out on isobutylene and cyclopentadiene in order to synthesize 5,5-dimethyl-2-norbornene, and the latter was then reacted with methylcyclopentadiene to produce a 1:1:1 adduct of methylcyclopentadiene, cyclopentadiene and isobutylene. That is to say, 225 g of isobutylene and 260 g of cyclopentadiene were placed in a 1000-ml autoclave, and heating was gradually accomplished so that its temperature might become 25° to 120° C. and... Starting materials: P(=O)([O-])([O-])[O-].[K+].[K+].[K+] (potassium phosphate), S(=O)(=O)([O-])[O-].[Mg+2] (magnesium sulfate), C(C)(=O)C1=CC=NC=C1 (4-acetyl pyridine), NC=1C(=NC=CC1)Cl (3-amino-2-chloropyridine), [Cl-].[NH4+] (ammonium chloride). The reagents and catalysts are [Pd].C(C)(C)(C)P(C(C)(C)C)C(C)(C)C.C(C)(C)(C)P(C(C)(C)C)C(C)(C)C (bis-(tri-t-butylphosphine) palladium). Run in C(C)(=O)O (acetic acid), CC(=O)N(C)C (dimethylacetamide). Conditions: temperature 140 celsius, time 10 hour. The product is N1=CC=C(C=C1)C1=CC2=NC=CC=C2N1 (2-pyridin-4-yl-1H-pyrrolo[3,2-b]pyridine). Yield: 58.9%. As a reaction SMILES: S([O-])([O-])(=O)=O.[Mg+2].[C:7]([C:10]1[CH:15]=[CH:14][N:13]=[CH:12][CH:11]=1)(=O)[CH3:8].[NH2:16][C:17]1[C:18](Cl)=[N:19][CH:20]=[CH:21][CH:22]=1.P([O-])([O-])([O-])=O.[K+].[K+].[K+].[Cl-].[NH4+]>[Pd].C(P(C(C)(C)C)C(C)(C)C)(C)(C)C.C(P(C(C)(C)C)C(C)(C)C)(C)(C)C.C(O)(=O)C.CC(N(C)C)=O>[N:13]1[CH:14]=[CH:15][C:10]([C:7]2[NH:16][C:17]3[C:18](=[N:19][CH:20]=[CH:21][CH:22]=3)[CH:8]=2)=[CH:11][CH:12]=1 |f:0.1,4.5.6.7,8.9,10.11.12|. Reported procedure: Into 12 mL dimethylacetamide are added 240 mg (2 mmoles) of anhydrous magnesium sulfate, 1.3 mL (12 mmoles) of 4-acetyl pyridine, 515 mg (4 mmoles) of 3-amino-2-chloropyridine and 0.3 mL of acetic acid. The resulting suspension is kept under argon. Then 1.1 g (5.2 mmoles) of potassium phosphate and 202 mg (0.4 mmole) of bis-(tri-t-butylphosphine) palladium are added to the reaction mixture which is then sealed in its reaction vessel and stirred at 140° C. for 10 hours. The reaction mixture is po... Starting materials: C(C)OC(C1=CC=C(C=C1)N1CCC(CCC1)OCC=1C(=NOC1C1CC1)C1=C(C=CC=C1Cl)Cl)=O (4-{4-[5-Cyclopropyl-3-(2,6-dichloro-phenyl)-isoxazol-4-ylmethoxy]-azepan-1-yl}-benzoic acid ethyl ester), [OH-].[K+] (potassium hydroxide), Cl (HCl). Solvent: C(C)O (Ethanol), O1CCCC1 (tetrahydrofuran). Reaction conditions: temperature 60 celsius, time 14 hour. Yields the product C1(CC1)C1=C(C(=NO1)C1=C(C=CC=C1Cl)Cl)COC1CCN(CCC1)C1=CC=C(C(=O)O)C=C1 (4-{4-[5-Cyclopropyl-3-(2,6-dichloro-phenyl)-isoxazol-4-ylmethoxy]-azepan-1-yl}-benzoic acid). Isolated yield 99.0%. As a reaction SMILES: C([O:3][C:4](=[O:36])[C:5]1[CH:10]=[CH:9][C:8]([N:11]2[CH2:17][CH2:16][CH2:15][CH:14]([O:18][CH2:19][C:20]3[C:21]([C:28]4[C:33]([Cl:34])=[CH:32][CH:31]=[CH:30][C:29]=4[Cl:35])=[N:22][O:23][C:24]=3[CH:25]3[CH2:27][CH2:26]3)[CH2:13][CH2:12]2)=[CH:7][CH:6]=1)C.[OH-].[K+].Cl>C(O)C.O1CCCC1>[CH:25]1([C:24]2[O:23][N:22]=[C:21]([C:28]3[C:29]([Cl:35])=[CH:30][CH:31]=[CH:32][C:33]=3[Cl:34])[C:20]=2[CH2:19][O:18][CH:14]2[CH2:15][CH2:16][CH2:17][N:11]([C:8]3[CH:7]=[CH:6][C:5]([C:4]([OH:36])=[O:3])=[CH:10][CH:9]=3)[CH2:12][CH2:13]2)[CH2:27][CH2:26]1 |f:1.2|. Procedure details: To a solution of 8.28 g (15.64 mmol) of 4-{4-[5-Cyclopropyl-3-(2,6-dichloro-phenyl)-isoxazol-4-ylmethoxy]-azepan-1-yl}-benzoic acid ethyl ester (Isomer B) in 50 mL of Ethanol and 150 mL of tetrahydrofuran, is added potassium hydroxide (55.16 g, 78.19 mmol). The resulting mixture is stirred at 60° C. for 14 hours. The mixture is cooled to room temperature and acidified with 2N HCl to pH 5-6. The solvent is removed under vacuum, the resulting slurry is diluted with CH2Cl2 (150 mL) and washed with ...